Task: describe an organic reaction: reactants, conditions, products, and yield. Dataset: the Open Reaction Database (ORD), a public repository of structured organic reaction records The product is ClC=1C=CC(=C(C1)C1=CC(N(C=C1)C(C(=O)NC1=CC(=C(C(=O)OC)C=C1)F)C)=O)C#N (Methyl 4-({2-[4-(5-chloro-2-cyanophenyl)-2-oxopyridin-1(2H)-yl]propanoyl}amino)-2-fluorobenzoate). The reactants are ClC=1C=CC(=C(C1)C1=CC(N(C=C1)C(C(=O)O)C)=O)C#N (2-[4-(5-chloro-2-cyanophenyl)-2-oxopyridin-1(2H)-yl]propanoic acid), NC1=CC(=C(C(=O)OC)C=C1)F (methyl 4-amino-2-fluorobenzoate). Procedure details: 120 mg (0.39 mmol) of 2-[4-(5-chloro-2-cyanophenyl)-2-oxopyridin-1(2H)-yl]propanoic acid (racemate) and 1.1 eq. of methyl 4-amino-2-fluorobenzoate were reacted according to General Method 5A. Yield: 64 mg (36% of theory) As a reaction SMILES: [Cl:1][C:2]1[CH:3]=[CH:4][C:5]([C:20]#[N:21])=[C:6]([C:8]2[CH:13]=[CH:12][N:11]([CH:14]([CH3:18])[C:15]([OH:17])=O)[C:10](=[O:19])[CH:9]=2)[CH:7]=1.[NH2:22][C:23]1[CH:32]=[CH:31][C:26]([C:27]([O:29][CH3:30])=[O:28])=[C:25]([F:33])[CH:24]=1>>[Cl:1][C:2]1[CH:3]=[CH:4][C:5]([C:20]#[N:21])=[C:6]([C:8]2[CH:13]=[CH:12][N:11]([CH:14]([CH3:18])[C:15]([NH:22][C:23]3[CH:32]=[CH:31][C:26]([C:27]([O:29][CH3:30])=[O:28])=[C:25]([F:33])[CH:24]=3)=[O:17])[C:10](=[O:19])[CH:9]=2)[CH:7]=1. The reactants are N1=CC(=CC=C1)CCCO (3-(pyridine-3-yl)propan-1-ol), C1(=CC=CC=C1)P(C1=CC=CC=C1)C1=CC=CC=C1 (triphenylphosphine), IC1=NNC2=NC=NC(=C21)N (3-Iodo-1H-pyrazolo[3,4-d]pyrimidin-4-ylamine), N(=NC(=O)OC(C)C)C(=O)OC(C)C (diisopropyl azodicarboxylate). Solvent: C1CCOC1 (THF). Reaction conditions: time 72 hour. Product: IC1=NN(C2=NC=NC(=C21)N)CCCC=2C=NC=CC2 (3-iodo-1-(3-(pyridine-3-yl)propyl)-1H-pyrazolo[3,4-d]pyrimidin-4-amine). Yield: 54.0%. As a reaction SMILES: [I:1][C:2]1[C:10]2[C:5](=[N:6][CH:7]=[N:8][C:9]=2[NH2:11])[NH:4][N:3]=1.[N:12]1[CH:17]=[CH:16][CH:15]=[C:14]([CH2:18][CH2:19][CH2:20]O)[CH:13]=1.C1(P(C2C=CC=CC=2)C2C=CC=CC=2)C=CC=CC=1.N(C(OC(C)C)=O)=NC(OC(C)C)=O>C1COCC1>[I:1][C:2]1[C:10]2[C:5](=[N:6][CH:7]=[N:8][C:9]=2[NH2:11])[N:4]([CH2:20][CH2:19][CH2:18][C:14]2[CH:13]=[N:12][CH:17]=[CH:16][CH:15]=2)[N:3]=1. Reported procedure: A suspension of 3-Iodo-1H-pyrazolo[3,4-d]pyrimidin-4-ylamine, prepared as described in A. F. Burchat et al. Bioorg Med. Chem. Lett. 2002, 12, 1687-1690, (0.392 g, 1.5 mmol), 3-(pyridine-3-yl)propan-1-ol (0.388 ml, 3 mmol), and triphenylphosphine (0.983 g, 3.75 mmol) in THF (10 ml) under inert atmosphere was cooled in an ice bath and diisopropyl azodicarboxylate (0.581 ml, 3 mmol) was added dropwise and the reaction was then stirred for 72 hrs at ambient temperature. The reaction was concentrated... Starting materials: CC(=O)OC(C)=O, CC(=O)c1ccc(-c2ccc(N)cc2)o1. The product is CC(=O)Nc1ccc(-c2ccc(C(C)=O)o2)cc1. Reaction SMILES: [CH3:16][C:17](=[O:18])[O:19][C:20](=[O:21])[CH3:22].[NH2:1][c:2]1[cH:3][cH:4][c:5](-[c:8]2[cH:9][cH:10][c:11]([C:13](=[O:14])[CH3:15])[o:12]2)[cH:6][cH:7]1>>[NH:1]([c:2]1[cH:3][cH:4][c:5](-[c:8]2[cH:9][cH:10][c:11]([C:13](=[O:14])[CH3:15])[o:12]2)[cH:6][cH:7]1)[C:17]([CH3:16])=[O:18]. Starting materials: O=C(O)CC(=O)N1CCN(C(=O)c2ccccc2Br)CC1, CCN=C=NCCCN(C)C, CN(C)c1ccncc1, CN(C)C=O, O, On1nnc2ccccc21, Nc1ccc(-c2ccsc2)cc1. The product is O=C(CC(=O)N1CCN(C(=O)c2ccccc2Br)CC1)Nc1ccc(-c2ccsc2)cc1. As a reaction SMILES: [Br:1][c:2]1[c:3]([C:4](=[O:5])[N:6]2[CH2:7][CH2:8][N:9]([C:12]([CH2:13][C:14](=[O:15])[OH:16])=[O:17])[CH2:10][CH2:11]2)[cH:18][cH:19][cH:20][cH:21]1.[CH3:22][CH2:23][N:24]=[C:25]=[N:26][CH2:27][CH2:28][CH2:29][N:30]([CH3:31])[CH3:32].[CH3:55][N:56]([c:57]1[cH:58][cH:59][n:60][cH:61][cH:62]1)[CH3:63].[O:64]=[CH:65][N:66]([CH3:67])[CH3:68].[OH2:69].[OH:33][n:34]1[c:35]2[c:36]([cH:37][cH:38][cH:39][cH:40]2)[n:41][n:42]1.[s:43]1[cH:44][c:45](-[c:48]2[cH:49][cH:50][c:51]([NH2:54])[cH:52][cH:53]2)[cH:46][cH:47]1>>[Br:1][c:2]1[c:3]([C:4](=[O:5])[N:6]2[CH2:7][CH2:8][N:9]([C:12]([CH2:13][C:14](=[O:16])[NH:54][c:51]3[cH:50][cH:49][c:48](-[c:45]4[cH:44][s:43][cH:47][cH:46]4)[cH:53][cH:52]3)=[O:17])[CH2:10][CH2:11]2)[cH:18][cH:19][cH:20][cH:21]1. The reactants are ClC1=C2C(=NC=C1)N(N=C2C(F)(F)F)C2=C(C=C(C#N)C=C2)C (4-{4-Chloro-3-(trifluoromethyl)-1H-pyrazolo[3,4-b]pyridin-1-yl}-3-methylbenzonitrile), Cl.CN1N=CC(=C1)C=1N=CNC1 (4-(1-methyl-1H-pyrazol-4-yl)-1H-imidazole hydrochloride), polyethylene glycol, COC1=CC=NC2=C3N=CC=C(C3=CC=C12)OC (4,7-dimethoxy-1,10-phenanthroline), C([O-])([O-])=O.[Cs+].[Cs+] (cesium carbonate). Reagents/catalysts: [Cu-]=O (copper(I) oxide). Solvent: C(C)(=O)OCC (ethyl acetate), CS(=O)C (DMSO). Run at temperature 120 celsius, time 2 hour. Yields the product CC=1C=C(C#N)C=CC1N1N=C(C=2C1=NC=CC2N2C=NC(=C2)C=2C=NN(C2)C)C(F)(F)F (3-methyl-4-{4-(4-(1-methyl-1H-pyrazol-4-yl)-1H-imidazol-1-yl)-3-(trifluoromethyl)-1H-pyrazolo[3,4-b]pyridin-1-yl}benzonitrile). The yield is 38.0%. Reaction SMILES: Cl[C:2]1[CH:7]=[CH:6][N:5]=[C:4]2[N:8]([C:15]3[CH:22]=[CH:21][C:18]([C:19]#[N:20])=[CH:17][C:16]=3[CH3:23])[N:9]=[C:10]([C:11]([F:14])([F:13])[F:12])[C:3]=12.COC1C2C(=C3C(=CC=2)C(OC)=CC=N3)N=CC=1.C(=O)([O-])[O-].[Cs+].[Cs+].Cl.[CH3:49][N:50]1[CH:54]=[C:53]([C:55]2[N:56]=[CH:57][NH:58][CH:59]=2)[CH:52]=[N:51]1>CS(C)=O.C(OCC)(=O)C.[Cu-]=O>[CH3:23][C:16]1[CH:17]=[C:18]([CH:21]=[CH:22][C:15]=1[N:8]1[C:4]2=[N:5][CH:6]=[CH:7][C:2]([N:58]3[CH:59]=[C:55]([C:53]4[CH:52]=[N:51][N:50]([CH3:49])[CH:54]=4)[N:56]=[CH:57]3)=[C:3]2[C:10]([C:11]([F:14])([F:13])[F:12])=[N:9]1)[C:19]#[N:20] |f:2.3.4,5.6|. Procedure: Compound (154e) (1.66 g), copper(I) oxide (0.070 g), 4,7-dimethoxy-1,10-phenanthroline (0.214 g), cesium carbonate (5.46 g), polyethylene glycol (Mn=3400) (0.250 g), and 4-(1-methyl-1H-pyrazol-4-yl)-1H-imidazole hydrochloride (1.20 g) were suspended in DMSO (15 mL), followed by stirring at 120° C. for 2 hr. The reaction solution was diluted with ethyl acetate, and insoluble matters were filtered by celite. The filtrate was distributed between ethyl acetate and water, and the organic layer was wa... Reactants: COCCOC, Clc1ncnc2[nH]ccc12, OB(O)c1cccnc1F, [Na+], [Na+], O=C([O-])[O-], c1ccc(P(c2ccccc2)(c2ccccc2)[Pd](P(c2ccccc2)(c2ccccc2)c2ccccc2)(P(c2ccccc2)(c2ccccc2)c2ccccc2)P(c2ccccc2)(c2ccccc2)c2ccccc2)cc1. The product is Fc1ncccc1-c1ncnc2[nH]ccc12. As a reaction SMILES: [CH3:27][O:28][CH2:29][CH2:30][O:31][CH3:32].[Cl:1][c:2]1[c:3]2[c:4]([n:5][cH:6][n:7]1)[nH:8][cH:9][cH:10]2.[F:11][c:12]1[n:13][cH:14][cH:15][cH:16][c:17]1[B:18]([OH:19])[OH:20].[Na+:21].[Na+:22].[O-:23][C:24](=[O:25])[O-:26].[cH:33]1[cH:34][cH:35][c:36]([P:37]([Pd:38]([P:39]([c:40]2[cH:41][cH:42][cH:43][cH:44][cH:45]2)([c:46]2[cH:47][cH:48][cH:49][cH:50][cH:51]2)[c:52]2[cH:53][cH:54][cH:55][cH:56][cH:57]2)([P:58]([c:59]2[cH:60][cH:61][cH:62][cH:63][cH:64]2)([c:65]2[cH:66][cH:67][cH:68][cH:69][cH:70]2)[c:71]2[cH:72][cH:73][cH:74][cH:75][cH:76]2)[P:77]([c:78]2[cH:79][cH:80][cH:81][cH:82][cH:83]2)([c:84]2[cH:85][cH:86][cH:87][cH:88][cH:89]2)[c:90]2[cH:91][cH:92][cH:93][cH:94][cH:95]2)([c:96]2[cH:97][cH:98][cH:99][cH:100][cH:101]2)[c:102]2[cH:103][cH:104][cH:105][cH:106][cH:107]2)[cH:108][cH:109]1>>[c:2]1(-[c:17]2[c:12]([F:11])[n:13][cH:14][cH:15][cH:16]2)[c:3]2[c:4]([n:5][cH:6][n:7]1)[nH:8][cH:9][cH:10]2.